Task: describe an organic reaction: reactants, conditions, products, and yield. Dataset: the Open Reaction Database (ORD), a public repository of structured organic reaction records Reactants: CCCN1C(=O)Cc2cc3c(cc21)C(=O)CO3, CC(C)N1C(=O)Cc2cc3c(cc21)C(=O)CO3. The product is CCN1C(=O)Cc2cc3c(cc21)C(=O)CO3. RXN SMILES: [CH2:1]([CH2:2][CH3:3])[N:4]1[C:5](=[O:17])[CH2:6][c:7]2[cH:8][c:9]3[c:10]([cH:11][c:12]21)[C:13](=[O:16])[CH2:14][O:15]3.[CH:18]([N:19]1[c:20]2[cH:21][c:22]3[c:27]([cH:28][c:29]2[CH2:30][C:31]1=[O:32])[O:26][CH2:25][C:23]3=[O:24])([CH3:33])[CH3:34]>>[CH2:1]([CH3:2])[N:4]1[C:5](=[O:17])[CH2:6][c:7]2[cH:8][c:9]3[c:10]([cH:11][c:12]21)[C:13](=[O:16])[CH2:14][O:15]3. Reactants: Cc1cc(C)c(N)c(C)c1, CO, Cc1ccc(N=C=S)cc1[N+](=O)[O-]. The product is Cc1cc(C)c(NC(=S)Nc2ccc(C)c([N+](=O)[O-])c2)c(C)c1. RXN SMILES: [CH3:14][c:15]1[c:16]([NH2:17])[c:18]([CH3:23])[cH:19][c:20]([CH3:22])[cH:21]1.[CH3:24][OH:25].[N:1](=[C:2]=[S:3])[c:4]1[cH:5][c:6]([N+:11](=[O:12])[O-:13])[c:7]([CH3:10])[cH:8][cH:9]1>>[NH:1]([C:2](=[S:3])[NH:17][c:16]1[c:15]([CH3:14])[cH:21][c:20]([CH3:22])[cH:19][c:18]1[CH3:23])[c:4]1[cH:5][c:6]([N+:11](=[O:12])[O-:13])[c:7]([CH3:10])[cH:8][cH:9]1. Starting materials: intermediate 19, N1(CCCC1)C1=C(C=CC=C1)O (2-pyrrolidin-1-yl-phenol), COC(C(CC1CCCC1)Br)=O (2-bromo-3-cyclopentyl-propionic acid methyl ester), ClC=1C(N(N=CC1Cl)C1OCCCC1)=O (4,5-dichloro-2-(tetrahydropyran-2-yl)-2H-pyridazin-3-one), ClC=1C(N(N=CC1Cl)C1OCCCC1)=O (4,5-dichloro-2-(tetrahydropyran-2-yl)-2H-pyridazin-3-one), COC(C(CC1CCCC1)Br)=O (2-bromo-3-cyclopentyl-propionic acid methyl ester). The product is C1(CCCC1)CC(C(=O)O)N1N=CC(=CC1=O)OC1=C(C=CC=C1)N1CCCC1 (3-cyclopentyl-2-[6-oxo-4-(2-pyrrolidin-1-yl-phenoxy)-6H-pyridazin-1-yl]propionic acid). Yield: 57.0%. As a reaction SMILES: Cl[C:2]1[C:3](=[O:15])[N:4](C2CCCCO2)[N:5]=[CH:6][C:7]=1Cl.[N:16]1([C:21]2[CH:26]=[CH:25][CH:24]=[CH:23][C:22]=2[OH:27])[CH2:20][CH2:19][CH2:18][CH2:17]1.C[O:29][C:30](=[O:39])[CH:31](Br)[CH2:32][CH:33]1[CH2:37][CH2:36][CH2:35][CH2:34]1>>[CH:33]1([CH2:32][CH:31]([N:4]2[C:3](=[O:15])[CH:2]=[C:7]([O:27][C:22]3[CH:23]=[CH:24][CH:25]=[CH:26][C:21]=3[N:16]3[CH2:17][CH2:18][CH2:19][CH2:20]3)[CH:6]=[N:5]2)[C:30]([OH:29])=[O:39])[CH2:37][CH2:36][CH2:35][CH2:34]1. Procedure: In an analogous manner to the stepwise sequence outlined in intermediate 19, starting from 4,5-dichloro-2-(tetrahydropyran-2-yl)-2H-pyridazin-3-one (Intermediate 20) and 2-pyrrolidin-1-yl-phenol and alkylating with 2-bromo-3-cyclopentyl-propionic acid methyl ester (Intermediate 10) afforded 3-cyclopentyl-2-[6-oxo-4-(2-pyrrolidin-1-yl-phenoxy)-6H-pyridazin-1-yl]propionic acid (9 g, 57%) as a yellow solid; LC-MS 398 [M+H+]; HPLC [acetonitrile (0.1% trifluoroacetic acid) in water (0.1% trifluoroace... Reactants: CC(C)(C)OC(=O)c1ccc(B(O)O)cc1, O=C([O-])[O-], COCCOC, CCc1ccc(NC(=O)C2(c3ccc4c(c3)OC(F)(F)O4)CC2)nc1Cl, [K+], [K+]. Product: CCc1ccc(NC(=O)C2(c3ccc4c(c3)OC(F)(F)O4)CC2)nc1-c1ccc(C(=O)OC(C)(C)C)cc1. Reaction SMILES: [C:27]([CH3:28])([CH3:29])([CH3:30])[O:31][C:32](=[O:33])[c:34]1[cH:35][cH:36][c:37]([B:40]([OH:41])[OH:42])[cH:38][cH:39]1.[C:43](=[O:44])([O-:45])[O-:46].[CH3:49][O:50][CH2:51][CH2:52][O:53][CH3:54].[Cl:1][c:2]1[c:3]([CH2:25][CH3:26])[cH:4][cH:5][c:6]([NH:8][C:9](=[O:10])[C:11]2([c:14]3[cH:15][c:16]4[c:17]([cH:23][cH:24]3)[O:18][C:19]([F:21])([F:22])[O:20]4)[CH2:12][CH2:13]2)[n:7]1.[K+:47].[K+:48]>>[c:2]1(-[c:37]2[cH:36][cH:35][c:34]([C:32]([O:31][C:27]([CH3:28])([CH3:29])[CH3:30])=[O:33])[cH:39][cH:38]2)[c:3]([CH2:25][CH3:26])[cH:4][cH:5][c:6]([NH:8][C:9](=[O:10])[C:11]2([c:14]3[cH:15][c:16]4[c:17]([cH:23][cH:24]3)[O:18][C:19]([F:21])([F:22])[O:20]4)[CH2:12][CH2:13]2)[n:7]1. Starting materials: O (water), OC1=CC=C(C=C1)S (4-hydroxythiophenol), C([O-])([O-])=O.[K+].[K+] (potassium carbonate), ClCC(C(=O)OC(C)(C)C)(C)C (tert-butyl 3-chloropivaloate). The solvent is CCOCC (ether), CN(C)C=O (DMF). Conditions: time 8 hour. The product is OC1=CC=C(C=C1)SCC(C(=O)OC(C)(C)C)(C)C (tert-Butyl 3-(4'-Hydroxyphenyl)mercaptopivaloate). Isolated yield 59.9%. RXN SMILES: [OH:1][C:2]1[CH:7]=[CH:6][C:5]([SH:8])=[CH:4][CH:3]=1.C(=O)([O-])[O-].[K+].[K+].Cl[CH2:16][C:17]([CH3:26])([CH3:25])[C:18]([O:20][C:21]([CH3:24])([CH3:23])[CH3:22])=[O:19].O>CN(C=O)C.CCOCC>[OH:1][C:2]1[CH:7]=[CH:6][C:5]([S:8][CH2:16][C:17]([CH3:26])([CH3:25])[C:18]([O:20][C:21]([CH3:24])([CH3:23])[CH3:22])=[O:19])=[CH:4][CH:3]=1 |f:1.2.3|. Reported procedure: To a slurry of 4-hydroxythiophenol (259.4 g, 2.06 mol) and potassium carbonate (284.2 g, 2.06 mol) in 500 mL of DMF at 0° C. was added tert-butyl 3-chloropivaloate (373.8 g, 1.94 mol) dropwise over 2 hours. After stirring to room temperature overnight, the reaction was heated to 110° C. for 3 hours. The reaction was allowed to cool for room temperature and water and ether were added. The layers were separated and the organic layer washed with water and 5% NaOH, dried over MgSO4 and concentrated.... Reactants: C=CC(C)=C (isoprene), [Li]CCCC (n-BuLi), C=CC1=CC=CC=C1 (styrene), C=CC(C)=C (isoprene). Solvent: CCCCCCC (heptane). Yields the product C=CC(C)=C.C=CC1=CC=CC=C1 (Isoprene Styrene). As a reaction SMILES: [CH2:1]=[CH:2][C:3](=[CH2:5])[CH3:4].[CH2:6]=[CH:7][C:8]1[CH:13]=[CH:12][CH:11]=[CH:10][CH:9]=1.[Li]CCCC>CCCCCCC>[CH2:1]=[CH:2][C:3](=[CH2:4])[CH3:5].[CH2:6]=[CH:7][C:8]1[CH:13]=[CH:12][CH:11]=[CH:10][CH:9]=1 |f:4.5|. Procedure details: One operates under the same polymerization conditions in 250 cc. Steinie bottles, in heptane medium (123 g.) with 9.24 g. of isoprene and 3.08 g. of styrene (25% referred to the isoprene). Copolymerization is effected for 2 hours at 70° C. in the presence of 50 × 10-6 moles of active n-BuLi. The reactants are [Al+3], CC(C)(C)O, COc1ccccc1C1CCN(C2CC3CCC2C3)CC1, [Cl-], [Cl-], [Cl-], Cl, O=[N+]([O-])c1ccccc1. RXN SMILES: [Al+3:31].[CH3:23][C:24]([CH3:25])([CH3:26])[OH:27].[CH:2]12[CH:3]([N:9]3[CH2:10][CH2:11][CH:12]([c:15]4[c:16]([O:21][CH3:22])[cH:17][cH:18][cH:19][cH:20]4)[CH2:13][CH2:14]3)[CH2:4][CH:5]([CH2:6][CH2:7]1)[CH2:8]2.[Cl-:28].[Cl-:29].[Cl-:30].[ClH:1].[O-:32][N+:33]([c:34]1[cH:35][cH:36][cH:37][cH:38][cH:39]1)=[O:40]>>[CH:2]12[CH:3]([N:9]3[CH2:10][CH2:11][CH:12]([c:15]4[c:16]([O:21][CH3:22])[cH:17][cH:18][c:19]([C:24]([CH3:23])([CH3:25])[CH3:26])[cH:20]4)[CH2:13][CH2:14]3)[CH2:4][CH:5]([CH2:6][CH2:7]1)[CH2:8]2. Product: COc1ccc(C(C)(C)C)cc1C1CCN(C2CC3CCC2C3)CC1.